The task is: describe an organic reaction: reactants, conditions, products, and yield. This data is from the Open Reaction Database (ORD), a public repository of structured organic reaction records. Starting materials: C=CCCCCCC(CCC(F)(F)C(F)(F)C(F)(F)C(F)(F)F)(C(=O)OCC)C(=O)OCC, CS(C)=O, [Cl-], [Li+], O. The product is C=CCCCCCC(CCC(F)(F)C(F)(F)C(F)(F)C(F)(F)F)C(=O)OCC. Reaction SMILES: [CH2:1]([CH2:2][CH2:3][CH2:4][CH2:5][CH:6]=[CH2:7])[C:8]([C:9](=[O:10])[O:11][CH2:12][CH3:13])([C:14]([O:15][CH2:16][CH3:17])=[O:18])[CH2:19][CH2:20][C:21]([C:22]([C:23]([C:24]([F:25])([F:26])[F:27])([F:28])[F:29])([F:30])[F:31])([F:32])[F:33].[CH3:37][S:38](=[O:39])[CH3:40].[Cl-:35].[Li+:34].[OH2:36]>>[CH2:1]([CH2:2][CH2:3][CH2:4][CH2:5][CH:6]=[CH2:7])[CH:8]([C:9](=[O:10])[O:11][CH2:12][CH3:13])[CH2:19][CH2:20][C:21]([C:22]([C:23]([C:24]([F:25])([F:26])[F:27])([F:28])[F:29])([F:30])[F:31])([F:32])[F:33]. The reactants are CCC1(c2cccs2)OCC(=O)Nc2ccc(Br)cc21, N#Cc1cc(F)cc(B(O)O)c1. Yields the product CCC1(c2cccs2)OCC(=O)Nc2ccc(-c3cc(F)cc(C#N)c3)cc21. As a reaction SMILES: [Br:1][c:2]1[cH:3][cH:4][c:5]2[c:6]([cH:20]1)[C:7]([c:13]1[s:14][cH:15][cH:16][cH:17]1)([CH2:18][CH3:19])[O:8][CH2:9][C:10](=[O:12])[NH:11]2.[F:21][c:22]1[cH:23][c:24]([C:31]#[N:32])[cH:25][c:26]([B:28]([OH:29])[OH:30])[cH:27]1>>[c:2]1(-[c:26]2[cH:25][c:24]([C:31]#[N:32])[cH:23][c:22]([F:21])[cH:27]2)[cH:3][cH:4][c:5]2[c:6]([cH:20]1)[C:7]([c:13]1[s:14][cH:15][cH:16][cH:17]1)([CH2:18][CH3:19])[O:8][CH2:9][C:10](=[O:12])[NH:11]2. The reactants are NC1=CC=C(OCC(=O)OCCOCCOC(COC2=CC=C(C=C2)N)=O)C=C1 ((4-Aminophenoxy)-acetic acid 2-{2-[2-(4-aminophenoxy)-acetoxy]-ethoxy}-ethyl ester), O1CCOCC1 (1,4-dioxane), ClC(Cl)(OC(OC(Cl)(Cl)Cl)=O)Cl (triphosgene), O1CCOCC1 (1,4-dioxane). Reaction conditions: temperature 80 celsius. The product is N(=C=O)C1=CC=C(OCC(=O)OCCOCCOC(COC2=CC=C(C=C2)N=C=O)=O)C=C1 ((4-isocyanato-phenoxy)-acetic acid 2-{2-[2-(4-isocyanato-phenoxy)-acetoxy]-ethoxy}-ethyl ester). RXN SMILES: [NH2:1][C:2]1[CH:29]=[CH:28][C:5]([O:6][CH2:7][C:8]([O:10][CH2:11][CH2:12][O:13][CH2:14][CH2:15][O:16][C:17](=[O:27])[CH2:18][O:19][C:20]2[CH:25]=[CH:24][C:23]([NH2:26])=[CH:22][CH:21]=2)=[O:9])=[CH:4][CH:3]=1.Cl[C:31](Cl)([O:33]C(=O)OC(Cl)(Cl)Cl)Cl.[O:42]1CCOC[CH2:43]1>>[N:26]([C:23]1[CH:22]=[CH:21][C:20]([O:19][CH2:18][C:17]([O:16][CH2:15][CH2:14][O:13][CH2:12][CH2:11][O:10][C:8](=[O:9])[CH2:7][O:6][C:5]2[CH:4]=[CH:3][C:2]([N:1]=[C:43]=[O:42])=[CH:29][CH:28]=2)=[O:27])=[CH:25][CH:24]=1)=[C:31]=[O:33]. Reported procedure: (4-Aminophenoxy)-acetic acid 2-{2-[2-(4-aminophenoxy)-acetoxy]-ethoxy}-ethyl ester (200 grams, 495 mmoles) was dissolved in dry 1,4-dioxane (2000 ml) under nitrogen atmosphere and cooled to below 10° C. A solution of triphosgene (250 grams, 842.45 mmoles) in dry 1,4-dioxane (600 ml) was added. The mixture was heated slowly to 80° C. and maintained at that temperature for 2 hours. The condenser was then arranged for distillation and the solvent was removed by distillation at atmospheric pressure ... The reactants are [Cl-].[NH4+] (ammonium chloride), [N-]=[N+]=[N-].[Na+] (sodium azide), C(C)(C)C1=CNC2=CC=C(C=C12)OC1=C(C=C(C=C1C(F)(F)F)CC#N)C(F)(F)F (4-(3-Isopropyl-1H-indol-5-yloxy)-3,5-bis-trifluoromethyl-phenylacetonitrile). Solvent: CN(C=O)C (dimethylformamide). Yields the product C(C)(C)C1=CNC2=CC=C(C=C12)OC1=C(C=C(CC2=NN=NN2)C=C1C(F)(F)F)C(F)(F)F (4-(3-Isopropyl-1H-indol-5-yloxy)-3,5-bis-trifluoromethyl-benzyltetrazole). Reaction SMILES: [Cl-].[NH4+].[N-:3]=[N+:4]=[N-:5].[Na+].[CH:7]([C:10]1[C:18]2[C:13](=[CH:14][CH:15]=[C:16]([O:19][C:20]3[C:25]([C:26]([F:29])([F:28])[F:27])=[CH:24][C:23]([CH2:30][C:31]#[N:32])=[CH:22][C:21]=3[C:33]([F:36])([F:35])[F:34])[CH:17]=2)[NH:12][CH:11]=1)([CH3:9])[CH3:8]>CN(C)C=O>[CH:7]([C:10]1[C:18]2[C:13](=[CH:14][CH:15]=[C:16]([O:19][C:20]3[C:25]([C:26]([F:27])([F:29])[F:28])=[CH:24][C:23]([CH2:30][C:31]4[NH:32][N:5]=[N:4][N:3]=4)=[CH:22][C:21]=3[C:33]([F:36])([F:34])[F:35])[CH:17]=2)[NH:12][CH:11]=1)([CH3:9])[CH3:8] |f:0.1,2.3|. Procedure details: 251 mg (4.69 mmol) of ammonium chloride and 305 mg (4.69 mmol) of sodium azide are added to a solution of 200 mg (0.469 mmol) of nitrile derivative from Example VIII in 8 ml of dimethylformamide and the solution is boiled under reflux for 4 hours. The solution is then highly concentrated, treated with 6N hydrochloric acid and extracted three times with ethyl acetate. The combined organic phases are dried, filtered and concentrated to an oil in vacuo. The crude product is dissolved in dichloromet... The reactants are CI, COc1c(C)c(C2CCCO2)c(OC)c(OC)c1OC. The product is COc1c(C)c(CCCCO)c(OC)c(OC)c1OC. RXN SMILES: [CH3:1][I:2].[CH3:3][O:4][c:5]1[c:6]([O:21][CH3:22])[c:7]([O:19][CH3:20])[c:8]([O:17][CH3:18])[c:9]([CH3:16])[c:10]1[CH:11]1[O:12][CH2:13][CH2:14][CH2:15]1>>[CH3:3][O:4][c:5]1[c:6]([O:21][CH3:22])[c:7]([O:19][CH3:20])[c:8]([O:17][CH3:18])[c:9]([CH3:16])[c:10]1[CH2:11][CH2:15][CH2:14][CH2:13][OH:12]. The reactants are O=C([O-])O, COC(=O)c1c(-c2ccc(F)cc2)nc(O)nc1C(C)C, [Na+], O=P(Cl)(Cl)Cl. The product is COC(=O)c1c(-c2ccc(F)cc2)nc(Cl)nc1C(C)C. RXN SMILES: [C:27](=[O:28])([O-:29])[OH:30].[F:1][c:2]1[cH:3][cH:4][c:5](-[c:8]2[n:9][c:10]([OH:21])[n:11][c:12]([CH:18]([CH3:19])[CH3:20])[c:13]2[C:14](=[O:15])[O:16][CH3:17])[cH:6][cH:7]1.[Na+:31].[P:22]([Cl:23])([Cl:24])([Cl:25])=[O:26]>>[F:1][c:2]1[cH:3][cH:4][c:5](-[c:8]2[n:9][c:10]([Cl:24])[n:11][c:12]([CH:18]([CH3:19])[CH3:20])[c:13]2[C:14](=[O:15])[O:16][CH3:17])[cH:6][cH:7]1. Starting materials: CCO, CCOC(=O)CCN(C)C(=O)c1ccc(NC(c2cc(-c3ccc(OC)nc3)oc2C)C2CCCCC2)cc1, [Li+], C1CCOC1, [OH-]. The product is COc1ccc(-c2cc(C(Nc3ccc(C(=O)N(C)CCC(=O)O)cc3)C3CCCCC3)c(C)o2)cn1. RXN SMILES: [CH3:42][CH2:43][OH:44].[CH:1]1([CH:7]([c:8]2[c:9]([CH3:21])[o:10][c:11](-[c:13]3[cH:14][n:15][c:16]([O:19][CH3:20])[cH:17][cH:18]3)[cH:12]2)[NH:22][c:23]2[cH:24][cH:25][c:26]([C:29](=[O:30])[N:31]([CH2:32][CH2:33][C:34](=[O:35])[O:36][CH2:37][CH3:38])[CH3:39])[cH:27][cH:28]2)[CH2:2][CH2:3][CH2:4][CH2:5][CH2:6]1.[Li+:40].[O:45]1[CH2:46][CH2:47][CH2:48][CH2:49]1.[OH-:41]>>[CH:1]1([CH:7]([c:8]2[c:9]([CH3:21])[o:10][c:11](-[c:13]3[cH:14][n:15][c:16]([O:19][CH3:20])[cH:17][cH:18]3)[cH:12]2)[NH:22][c:23]2[cH:24][cH:25][c:26]([C:29](=[O:30])[N:31]([CH2:32][CH2:33][C:34](=[O:35])[OH:36])[CH3:39])[cH:27][cH:28]2)[CH2:2][CH2:3][CH2:4][CH2:5][CH2:6]1. The reactants are O (Water), O(C#N)CC(=O)OCC (Ethyl cyanatoacetate), NC1=CC=C(C=C1)N1N=C2C(=CNC=3C(=CC=CC23)F)C1=O (2-(4-amino-phenyl)-6-fluoro-2,5-dihydro-pyrazolo[4,3-c]quinolin-3-one), NC1=CC=C(C=C1)N1N=C2C(=CNC=3C(=CC=CC23)F)C1=O (2-(4-amino-phenyl)-6-fluoro-2,5-dihydro-pyrazolo[4,3-c]quinolin-3-one), CN(C=O)C (N,N-dimethylformamide). Reaction conditions: time 16 hour. Yields the product C(C)OC(CNC(=O)NC1=CC=C(C=C1)N1N=C2C(=CNC=3C(=CC=CC23)F)C1=O)=O ({3-[4-(6-Fluoro-3-oxo-3,5-dihydro-pyrazolo[4,3-c]quinolin-2-yl)-phenyl]-ureido} acetic acid ethyl ester). RXN SMILES: O([CH2:4][C:5]([O:7][CH2:8][CH3:9])=[O:6])C#N.[NH2:10][C:11]1[CH:16]=[CH:15][C:14]([N:17]2[C:30](=[O:31])[C:20]3=[CH:21][NH:22][C:23]4[C:24]([F:29])=[CH:25][CH:26]=[CH:27][C:28]=4[C:19]3=[N:18]2)=[CH:13][CH:12]=1.O.C[N:34](C)[CH:35]=[O:36]>>[CH2:8]([O:7][C:5](=[O:6])[CH2:4][NH:34][C:35]([NH:10][C:11]1[CH:16]=[CH:15][C:14]([N:17]2[C:30](=[O:31])[C:20]3=[CH:21][NH:22][C:23]4[C:24]([F:29])=[CH:25][CH:26]=[CH:27][C:28]=4[C:19]3=[N:18]2)=[CH:13][CH:12]=1)=[O:36])[CH3:9]. Reported procedure: Ethyl cyanatoacetate (31 mg, 0.24 mmol) was added in one portion to a stirred solution of 2-(4-aminophenyl)-6-fluoro-2,5-dihydropyrazolo[4,3-c]quinolin-3-one (intermediate 2) (50 mg, 0.17 mmol) in N,N-dimethylformamide (2 ml) and the mixture stirred at room temperature for 16 h. Water (1 ml) was then added to the mixture to precipitate a solid, which was filtered, washed with water (1 ml) and then ethyl acetate (1 ml) and finally dried by suction to leave the urea as a yellow solid, LCMS m/z 424...